Task: describe an organic reaction: reactants, conditions, products, and yield. Dataset: the Open Reaction Database (ORD), a public repository of structured organic reaction records Reactants: COP(OC)(=O)C (methyl-phosphonic-acid dimethyl ester), C(CCCCC)[Li] (n-hexyllithium), CCC1=CC(=CC=C1)OC(=O)CC (ethyl-3-phenyl propionate), O (water). Solvent: C1CCOC1 (THF), C1CCOC1 (THF). Run at time 30 minute. The product is COP(OC)(=O)CC(CCC1=CC=CC=C1)=O ((2-oxo-4-phenyl-butyl)-phosphonic acid dimethyl ester). Isolated yield 89.7%. Reaction SMILES: [CH3:1][O:2][P:3]([CH3:7])(=[O:6])[O:4][CH3:5].[CH2:8]([Li])[CH2:9][CH2:10][CH2:11][CH2:12][CH3:13].[CH3:15][CH2:16][C:17]1C=CC=C(OC(CC)=O)C=1.[OH2:28]>C1COCC1>[CH3:1][O:2][P:3]([CH2:7][C:8](=[O:28])[CH2:9][CH2:10][C:11]1[CH:17]=[CH:16][CH:15]=[CH:13][CH:12]=1)(=[O:6])[O:4][CH3:5]. Procedure details: To a solution of 68 g of methyl-phosphonic-acid dimethyl ester (MW=124.8; 1.6 eq.) in 325 mL of THF was added 218 mL of n-hexyllithium (2.5M in hexane; 1.6 eq.) at −80° C. The mixture was stirred for 30 min and a solution of 60 g of ethyl-3-phenyl propionate (MW=178.23, d=1.01, 1.0 eq.) in 90 mL of THF was added. The mixture was allowed to warm to ambient temperature and 150 mL of water were added. After separation of the layers the organic layer was extracted twice with water. The pH value of t... The reactants are CCCS(=O)(=O)N1CC(C#N)(c2ccccn2)C1, CO, N. Product: CCCS(=O)(=O)N1CC(CN)(c2ccccn2)C1. RXN SMILES: [CH2:1]([CH2:2][CH3:3])[S:4](=[O:5])(=[O:6])[N:7]1[CH2:8][C:9]([C:11]#[N:12])([c:13]2[n:14][cH:15][cH:16][cH:17][cH:18]2)[CH2:10]1.[CH3:20][OH:21].[NH3:19]>>[CH2:1]([CH2:2][CH3:3])[S:4](=[O:5])(=[O:6])[N:7]1[CH2:8][C:9]([CH2:11][NH2:12])([c:13]2[n:14][cH:15][cH:16][cH:17][cH:18]2)[CH2:10]1. Reactants: N(N)C(COC1=C2C(=C(N(C2=CC=C1)CC1=CC=CC=C1)C)CC(=O)N)=O (4-(2-hydrazino-2-oxoethoxy)-2-methyl-1-(phenylmethyl)-1H-indole-3-acetamide). Reagents/catalysts: [Ni] (Ni). Solvent: CCO (EtOH), C(C)O (ethanol). Yields the product NC(COC1=C2C(=C(N(C2=CC=C1)CC1=CC=CC=C1)C)CC(=O)N)=O (4-(2-amino-2-oxoethoxy)-2-methyl-1-(phenylmethyl)-1H-indole-3-acetamide). Yield: 11.3%. As a reaction SMILES: [NH:1]([C:3](=[O:27])[CH2:4][O:5][C:6]1[CH:14]=[CH:13][CH:12]=[C:11]2[C:7]=1[C:8]([CH2:23][C:24]([NH2:26])=[O:25])=[C:9]([CH3:22])[N:10]2[CH2:15][C:16]1[CH:21]=[CH:20][CH:19]=[CH:18][CH:17]=1)N>C(O)C.[Ni]>[NH2:1][C:3](=[O:27])[CH2:4][O:5][C:6]1[CH:14]=[CH:13][CH:12]=[C:11]2[C:7]=1[C:8]([CH2:23][C:24]([NH2:26])=[O:25])=[C:9]([CH3:22])[N:10]2[CH2:15][C:16]1[CH:17]=[CH:18][CH:19]=[CH:20][CH:21]=1. Reported procedure: A mixture of 230mg (0.63 mmol) of 4-(2-hydrazino-2-oxoethoxy)-2-methyl-1-(phenylmethyl)-1H-indole-3-acetamide and 300 mg of Raney Ni in 40 mL of ethanol was heated to maintain reflux for 4 hours. The mixture was cooled the EtOH poured off the catalyst, and the catalyst washed twice with methylene chloride. The combined solvents were filtered, concentrated and the residue chromatographed on silica gel and on eluting with 10% MeOH/EtOAc, 25 mg (11% yield) of 4-(2-amino-2-oxoethoxy)-2-methyl-1-(phe...